This data is from the Open Reaction Database (ORD), a public repository of structured organic reaction records. The task is: describe an organic reaction: reactants, conditions, products, and yield The reactants are C(C(C)C)OC(C)ONC(=O)C1=CC2=C(S1)C=C(C=C2)C=O (6-formyl-benzo[b]thiophene-2-carboxylic acid (1-isobutoxy-ethoxy) amide), C1(CCCC1)OC([C@H](CCOC1=CC=C(C=C1)CN)NC(=O)OC(C)(C)C)=O ((S)-4-(4-aminomethyl-phenoxy)-2-tert-butoxycarbonylamino-butyric acid cyclopentyl ester), C(C)(=O)O (acetic acid), C(C)(=O)O[BH-](OC(C)=O)OC(C)=O.[Na+] (sodium triacetoxyborohydride). Solvent: ClCCCl (DCE), C(=O)(C(F)(F)F)O.C(Cl)Cl (TFA DCM). Conditions: time 18 hour. The product is C1(CCCC1)OC([C@H](CCOC1=CC=C(C=C1)CNCC=1C=CC2=C(SC(=C2)C(NO)=O)C1)N)=O ((S)-2-Amino-4-(4-{[(2-hydroxycarbamoyl-benzo[b]thiophen-6-ylmethyl)-amino]-methyl}-phenoxy)-butyric acid cyclopentyl ester). The yield is 15.1%. As a reaction SMILES: C(OC([O:8][NH:9][C:10]([C:12]1[S:16][C:15]2[CH:17]=[C:18]([CH:21]=O)[CH:19]=[CH:20][C:14]=2[CH:13]=1)=[O:11])C)C(C)C.[CH:23]1([O:28][C:29](=[O:50])[C@@H:30]([NH:42]C(OC(C)(C)C)=O)[CH2:31][CH2:32][O:33][C:34]2[CH:39]=[CH:38][C:37]([CH2:40][NH2:41])=[CH:36][CH:35]=2)[CH2:27][CH2:26][CH2:25][CH2:24]1.C(O[BH-](OC(=O)C)OC(=O)C)(=O)C.[Na+].C(O)(=O)C>ClCCCl.C(O)(C(F)(F)F)=O.C(Cl)Cl>[CH:23]1([O:28][C:29](=[O:50])[C@@H:30]([NH2:42])[CH2:31][CH2:32][O:33][C:34]2[CH:35]=[CH:36][C:37]([CH2:40][NH:41][CH2:21][C:18]3[CH:19]=[CH:20][C:14]4[CH:13]=[C:12]([C:10](=[O:11])[NH:9][OH:8])[S:16][C:15]=4[CH:17]=3)=[CH:38][CH:39]=2)[CH2:27][CH2:26][CH2:25][CH2:24]1 |f:2.3,6.7|. Procedure: To a stirred solution of 6-formyl-benzo[b]thiophene-2-carboxylic acid (1-isobutoxy-ethoxy) amide (Scheme 13) (0.128 g, 0.40 mmol) in DCE (5 ml) was added (S)-4-(4-aminomethyl-phenoxy)-2-tert-butoxycarbonylamino-butyric acid cyclopentyl ester (0.156 g, 0.40 mmol) followed by sodium triacetoxyborohydride (0.253 g, 1.1 g mmol) and glacial acetic acid (0.023 ml, 0.40 mmol). After stirring for 18 hours the mixture was quenched using saturated aqueous NaHCO3 solution (5 ml). The organic layer was sepa... Reactants: C1(=CC=CC=C1)CCCC(CCCC1=CC=CC=C1)NC(=O)C1CN(CCC1)C(=O)C1CN(CCC1)C(=O)OC(C)(C)C (1-(1-tert-butoxycarbonylpiperidine-3-carbonyl)-piperidine-3-carboxylic acid [4-phenyl-1-(3-phenyl-propyl)-butyl]-amide), FC(C(=O)O)(F)F (Trifluoroacetic acid). The solvent is C(Cl)Cl (methylene chloride). Conditions: time 5 hour. Yields the product C1(=CC=CC=C1)CCCC(CCCC1=CC=CC=C1)NC(=O)C1CN(CCC1)C(=O)C1CNCCC1 (1-(piperidine-3-carbonyl)-piperidine-3-carboxylic acid [4-phenyl-1-(3-phenyl-propyl)-butyl]-amide). Isolated yield 82.9%. As a reaction SMILES: [C:1]1([CH2:7][CH2:8][CH2:9][CH:10]([NH:20][C:21]([CH:23]2[CH2:28][CH2:27][CH2:26][N:25]([C:29]([CH:31]3[CH2:36][CH2:35][CH2:34][N:33](C(OC(C)(C)C)=O)[CH2:32]3)=[O:30])[CH2:24]2)=[O:22])[CH2:11][CH2:12][CH2:13][C:14]2[CH:19]=[CH:18][CH:17]=[CH:16][CH:15]=2)[CH:6]=[CH:5][CH:4]=[CH:3][CH:2]=1.FC(F)(F)C(O)=O>C(Cl)Cl>[C:1]1([CH2:7][CH2:8][CH2:9][CH:10]([NH:20][C:21]([CH:23]2[CH2:28][CH2:27][CH2:26][N:25]([C:29]([CH:31]3[CH2:36][CH2:35][CH2:34][NH:33][CH2:32]3)=[O:30])[CH2:24]2)=[O:22])[CH2:11][CH2:12][CH2:13][C:14]2[CH:15]=[CH:16][CH:17]=[CH:18][CH:19]=2)[CH:2]=[CH:3][CH:4]=[CH:5][CH:6]=1. Reported procedure: 1-(1-tert-butoxycarbonylpiperidine-3-carbonyl)-piperidine-3-carboxylic acid [4-phenyl-1-(3-phenyl-propyl)-butyl]-amide (78) (1.41 g; 2.39 mmol) is dissolved in methylene chloride (40 mL) at ambient temperature. Trifluoroacetic acid (20 mL) is added in a slow stream, and the solution is stirred for 5 hours at ambient temperature. The solution is concentrated in vacuo at 40° C. The residue is dissolved in methylene chloride (200 mL) and poured onto saturated sodium bicarbonate solution. The pH is ... Yields the product CC(=O)C1=CC2=C(SCC(CS2)(C)C)C=C1 (3,4-dihydro-3,3-dimethyl-2H-1,5-benzodithiepin-7-yl methyl ketone). The reactants are C(C)(=O)Cl (acetyl chloride), [Cl-].[Al+3].[Cl-].[Cl-] (aluminum chloride), CC1(CSC2=C(SC1)C=CC=C2)C (3,4-dihydro-3,3-dimethyl-2H-1,5-benzodithiepine). As a reaction SMILES: [CH3:1][C:2]1([CH3:13])[CH2:8][S:7][C:6]2[CH:9]=[CH:10][CH:11]=[CH:12][C:5]=2[S:4][CH2:3]1.[C:14](Cl)(=[O:16])[CH3:15].[Cl-].[Al+3].[Cl-].[Cl-]>C(Cl)CCl>[CH3:15][C:14]([C:10]1[CH:11]=[CH:12][C:5]2[S:4][CH2:3][C:2]([CH3:13])([CH3:1])[CH2:8][S:7][C:6]=2[CH:9]=1)=[O:16] |f:2.3.4.5|. Reported procedure: 13.3 g of 3,4-dihydro-3,3-dimethyl-2H-1,5-benzodithiepine were dissolved in 110 ml of ethylene chloride under argon and treated portionwise at -10° C. in succession with 10.1 ml of acetyl chloride and 19 g of aluminum chloride. Thereafter, the reaction mixture was stirred at room temperature for 21/2 hours, poured on to ice and extracted with ether. The extract was washed with dilute sodium hydroxide solution and water, dried and evaporated to dryness. There were obtained 15.6 g of 3,4-dihydro-3... Run at time 2 hour. Solvent: C(CCl)Cl (ethylene chloride). Reactants: C(C1=CC=CC=C1)S (benzyl mercaptan), CC=1C(=C(C(=O)OC(C)C)C=CC1)[N+](=O)[O-] (3-methyl-2-nitrobenzoic acid, 1-methylethyl ester), [H-].[K+] (potassium hydride). The solvent is oil, O1CCCC1 (tetrahydrofuran). Conditions: time 15 minute. Yields the product CC=1C(=C(C(=O)OC(C)C)C=CC1)SCC1=CC=CC=C1 (3-Methyl-2-(phenylmethylthio)-benzoic acid, 1-methylethyl ester). Reaction SMILES: [H-].[K+].[CH2:3]([SH:10])[C:4]1[CH:9]=[CH:8][CH:7]=[CH:6][CH:5]=1.[CH3:11][C:12]1[C:13]([N+]([O-])=O)=[C:14]([CH:21]=[CH:22][CH:23]=1)[C:15]([O:17][CH:18]([CH3:20])[CH3:19])=[O:16]>O1CCCC1>[CH3:11][C:12]1[C:13]([S:10][CH2:3][C:4]2[CH:9]=[CH:8][CH:7]=[CH:6][CH:5]=2)=[C:14]([CH:21]=[CH:22][CH:23]=1)[C:15]([O:17][CH:18]([CH3:20])[CH3:19])=[O:16] |f:0.1|. Procedure details: To a stirred suspension of dry tetrahydrofuran (125mL) and 35% potassium hydride in oil (6.3 g) was slowly added benzyl mercaptan (6.1 mL) at 0° C. under an inert atmosphere. After 15 minutes, 3-methyl-2-nitrobenzoic acid, 1-methylethyl ester (11.23 g) was added and the resulting mixture was stirred at room temperature overnight. The reaction mixture was partitioned between 6N sodium hydroxide (25 mL) and ethyl acetate (150 mL). The organic phase was dried over magnesium sulfate, filtered, conce... Reactants: Cl.NO (hydroxylamine hydrochloride), C(C)(=O)OCC (ethyl acetate), C(C)(C)(C)OC(=O)N1CC(C1)C1=CC=C(C=C1)C=O (3-(4-Formyl-phenyl)-azetidine-1-carboxylic acid tert-butyl ester), C(C)(=O)[O-].[Na+] (sodium acetate). The solvent is C(C)O.O (ethanol water), CCCCCC (hexane). Run at time 0.5 hour. Yields the product C(C)(C)(C)OC(=O)N1CC(C1)C1=CC=C(C=C1)C=NO (3-[4-(Hydroxyimino-methyl)-phenyl]-azetidine-1-carboxylic acid tert-butyl ester). Yield: 94.5%. Reaction SMILES: [C:1]([O:5][C:6]([N:8]1[CH2:11][CH:10]([C:12]2[CH:17]=[CH:16][C:15]([CH:18]=O)=[CH:14][CH:13]=2)[CH2:9]1)=[O:7])([CH3:4])([CH3:3])[CH3:2].Cl.[NH2:21][OH:22].C([O-])(=O)C.[Na+].C(OCC)(=O)C>C(O)C.O.CCCCCC>[C:1]([O:5][C:6]([N:8]1[CH2:11][CH:10]([C:12]2[CH:17]=[CH:16][C:15]([CH:18]=[N:21][OH:22])=[CH:14][CH:13]=2)[CH2:9]1)=[O:7])([CH3:4])([CH3:3])[CH3:2] |f:1.2,3.4,6.7|. Procedure: To a stirred suspension of 3-(4-Formyl-phenyl)-azetidine-1-carboxylic acid tert-butyl ester (Preparation 38, 6.5 g, 24.904 mmol, 1 equivalents) in ethanol:water (1:1, 120 mL) was added hydroxylamine hydrochloride (2.5 g, 37.356 mmol, 1.5 equivalents) followed by sodium acetate (3.67 g, 44.82 mol, 1.8 eq). Resulting reaction mixture was stirred at room temperature for 0.5 hours. Progress of the reaction was monitored by TLC using 20% ethyl acetate in hexane and visualized in UV light (254 nm). Re... Starting materials: FC(F)Cl, CSc1nc(O)cc(Cl)n1. Product: CSc1nc(Cl)cc(OC(F)F)n1. As a reaction SMILES: [Cl:11][CH:12]([F:13])[F:14].[Cl:1][c:2]1[n:3][c:4]([S:9][CH3:10])[n:5][c:6]([OH:8])[cH:7]1>>[Cl:1][c:2]1[n:3][c:4]([S:9][CH3:10])[n:5][c:6]([O:8][CH:12]([F:13])[F:14])[cH:7]1. Reactants: O=C(C(=O)NC)C(C)(C)C (2-keto-3,3,N-trimethyl-butyramide), Ru(OAc)2((S)-BIPHEMP), Cl (hydrochloric acid). The solvent is CO (methanol), C(Cl)Cl (methylene chloride). Product: O[C@H](C(=O)NC)C(C)(C)C ((S)-2-hydroxy-3,3,N-trimethyl-butyramide). Reaction SMILES: [O:1]=[C:2]([C:7]([CH3:10])([CH3:9])[CH3:8])[C:3]([NH:5][CH3:6])=[O:4].Cl>CO.C(Cl)Cl>[OH:1][C@@H:2]([C:7]([CH3:10])([CH3:9])[CH3:8])[C:3]([NH:5][CH3:6])=[O:4]. Procedure: The experiment was carried out in an analogous manner to Example 1. The asymmetric hydrogenation of 55.0 g (0.384 mol) of 2-keto-3,3,N-trimethyl-butyramide in 270 ml of methanol and 30 ml of methylene chloride in the presence of a catalyst prepared from 296 mg (0.384 mmol) of [Ru(OAc)2((S)-BIPHEMP)] and 31 ml of a 0.025 molar methanolic hydrochloric acid solution gave, after crystallization, 34.4 g (62%) of (S)-2-hydroxy-3,3,N-trimethyl-butyramide, m.p.=60-62° C., [α]=−59.9° (c=1, CHCl3), ee=99....